This data is from the Open Reaction Database (ORD), a public repository of structured organic reaction records. The task is: describe an organic reaction: reactants, conditions, products, and yield Reactants: [OH-].[K+] (potassium hydroxide), C1(=CC=CC=C1)C=1ON=C2C1C=CC=C2CC#N (3-phenyl-2,1-benzisoxazol-7-acetonitrile), O (water). The solvent is C(C)(C)(C)O (t-butanol). Yields the product C1(=CC=CC=C1)C=1ON=C2C1C=CC=C2CC(=O)N (3-Phenyl-2,1-benzisoxazole-7-acetamide). Yield: 11.7%. As a reaction SMILES: [C:1]1([C:7]2[O:8][N:9]=[C:10]3[C:15]([CH2:16][C:17]#[N:18])=[CH:14][CH:13]=[CH:12][C:11]=23)[CH:6]=[CH:5][CH:4]=[CH:3][CH:2]=1.[OH-:19].[K+].O>C(O)(C)(C)C>[C:1]1([C:7]2[O:8][N:9]=[C:10]3[C:15]([CH2:16][C:17]([NH2:18])=[O:19])=[CH:14][CH:13]=[CH:12][C:11]=23)[CH:2]=[CH:3][CH:4]=[CH:5][CH:6]=1 |f:1.2|. Reported procedure: A slurry of 4.0 g (0.017 mole) of 3-phenyl-2,1-benzisoxazol-7-acetonitrile in 175 ml of t-butanol was heated to reflux and treated with 5 g (0.09 mole) of powdered potassium hydroxide. The deep blue colored reaction mixture was heated at reflux for 0.5 hr, cooled and poured into 800 ml of water. The mixture was extracted with three 100 ml portions of methylene chloride. The combined extracts were washed with water, dried over sodium sulfate, and concentrated to give a brown solid as residue. The... The reactants are C(C)(C)(C)OC(=O)NCC1=CC(CC2=C(C(=CC=C12)OC(C(C)(C)C)=O)OC(C(C)(C)C)=O)C1=CC=CC=C1 (N-t-Butyloxycarbonyl-1-aminomethyl-5,6-bis(trimethylacetoxy)-3-phenyl-3,4-dihydronaphthalene), Cl (hydrogen chloride). The solvent is O1CCOCC1 (dioxane). Run at time 2 hour. Yields the product Cl.NCC1=CC(CC2=C(C(=CC=C12)OC(C(C)(C)C)=O)OC(C(C)(C)C)=O)C1=CC=CC=C1 (1-aminomethyl-5,6-bis(trimethylacetoxy)-3-phenyl-3,4-dihydronaphthalene hydrochloride). The yield is 90.0%. RXN SMILES: C(OC([NH:8][CH2:9][C:10]1[C:19]2[C:14](=[C:15]([O:27][C:28](=[O:33])[C:29]([CH3:32])([CH3:31])[CH3:30])[C:16]([O:20][C:21](=[O:26])[C:22]([CH3:25])([CH3:24])[CH3:23])=[CH:17][CH:18]=2)[CH2:13][CH:12]([C:34]2[CH:39]=[CH:38][CH:37]=[CH:36][CH:35]=2)[CH:11]=1)=O)(C)(C)C.[ClH:40]>O1CCOCC1>[ClH:40].[NH2:8][CH2:9][C:10]1[C:19]2[C:14](=[C:15]([O:27][C:28](=[O:33])[C:29]([CH3:30])([CH3:31])[CH3:32])[C:16]([O:20][C:21](=[O:26])[C:22]([CH3:25])([CH3:24])[CH3:23])=[CH:17][CH:18]=2)[CH2:13][CH:12]([C:34]2[CH:35]=[CH:36][CH:37]=[CH:38][CH:39]=2)[CH:11]=1 |f:3.4|. Reported procedure: N-t-Butyloxycarbonyl-1-aminomethyl-5,6-bis(trimethylacetoxy)-3-phenyl-3,4-dihydronaphthalene (14 g, 26 mmol), from Step 2, was dissolved in 75 mL of dioxane and saturated with anhydrous hydrogen chloride. The reaction mixture was stirred for 2 h and concentrated in vacuo. The solid residue was dissolved in a minimum amount of methanol and the methanol solution was added dropwise to an excess amount (500 mL) of diethyl ether. The precipitate was filtered, washed with diethyl ether and dried to gi... The reactants are BrC1=C(C=NN1C)C=1N=C(N2N=CN=C(C21)Cl)C (5-(5-bromo-1-methyl-1H-pyrazol-4-yl)-4-chloro-7-methylimidazo[5,1-f][1,2,4]triazine), COC1=CC=C(C=C1)CNC (1-(4-methoxyphenyl)-N-methylmethanamine). The solvent is C([O-])(O)=O.[Na+] (sodium bicarbonate), ClCCl (dichloromethane). Reaction conditions: time 10 minute. The product is BrC1=C(C=NN1C)C=1N=C(N2N=CN=C(C21)N(C)CC2=CC=C(C=C2)OC)C (5-(5-bromo-1-methyl-1H-pyrazol-4-yl)-N-(4-methoxybenzyl)-N,7-dimethylimidazo[5,1-f][1,2,4]triazin-4-amine). As a reaction SMILES: [Br:1][C:2]1[N:6]([CH3:7])[N:5]=[CH:4][C:3]=1[C:8]1[N:9]=[C:10]([CH3:18])[N:11]2[C:16]=1[C:15](Cl)=[N:14][CH:13]=[N:12]2.[CH3:19][O:20][C:21]1[CH:26]=[CH:25][C:24]([CH2:27][NH:28][CH3:29])=[CH:23][CH:22]=1>ClCCl.C(=O)(O)[O-].[Na+]>[Br:1][C:2]1[N:6]([CH3:7])[N:5]=[CH:4][C:3]=1[C:8]1[N:9]=[C:10]([CH3:18])[N:11]2[C:16]=1[C:15]([N:28]([CH2:27][C:24]1[CH:25]=[CH:26][C:21]([O:20][CH3:19])=[CH:22][CH:23]=1)[CH3:29])=[N:14][CH:13]=[N:12]2 |f:3.4|. Reported procedure: A solution of 5-(5-bromo-1-methyl-1H-pyrazol-4-yl)-4-chloro-7-methylimidazo[5,1-f][1,2,4]triazine (9.80 g, 29.9 mmol) in dichloromethane (100 mL) was treated with 1-(4-methoxyphenyl)-N-methylmethanamine (4.52 g, 29.9 mmol). After stirring at room temperature for 10 minutes, the reaction was diluted with saturated aqueous sodium bicarbonate solution (100 mL) and stirred for an additional hour. The organic layer was then washed with saturated aqueous sodium chloride solution, dried over magnesium ... Starting materials: NC[C@H]([C@H](CC1=CC=CC=C1)NC(C1=CC(=CC(=C1)OCCCCC)N1C(CCC1)=O)=O)O (N-((1S,2R)-3-amino-1-benzyl-2-hydroxy-propyl)-3-(2-oxo-pyrrolidin-1-yl)-5-pentyloxy-benzamide), C(C)(=O)O[BH-](OC(C)=O)OC(C)=O.[Na+] (sodium triacetoxyborohydride), CCCC(CCC)=O (4-heptanone), CC(=O)O (CH3COOH). Run in C(Cl)Cl (CH2Cl2), (CH2Cl)2. Conditions: time 92 hour. The product is C(C1=CC=CC=C1)[C@@H]([C@@H](CNC(CCC)CCC)O)NC(C1=CC(=CC(=C1)OCCCCC)N1C(CCC1)=O)=O (N-[(1S,2R)-1-benzyl-2-hydroxy-3-(1-propyl-butylamino)-propyl]-3-(2-oxo-pyrrolidin-1-yl)-5-pentyloxy-benzamide). The yield is 11.5%. Reaction SMILES: [NH2:1][CH2:2][C@@H:3]([OH:33])[C@@H:4]([NH:12][C:13](=[O:32])[C:14]1[CH:19]=[C:18]([O:20][CH2:21][CH2:22][CH2:23][CH2:24][CH3:25])[CH:17]=[C:16]([N:26]2[CH2:30][CH2:29][CH2:28][C:27]2=[O:31])[CH:15]=1)[CH2:5][C:6]1[CH:11]=[CH:10][CH:9]=[CH:8][CH:7]=1.C(O[BH-](OC(=O)C)OC(=O)C)(=O)C.[Na+].[CH3:48][CH2:49][CH2:50][C:51](=O)[CH2:52][CH2:53][CH3:54].CC(O)=O>C(Cl)Cl>[CH2:5]([C@H:4]([NH:12][C:13](=[O:32])[C:14]1[CH:19]=[C:18]([O:20][CH2:21][CH2:22][CH2:23][CH2:24][CH3:25])[CH:17]=[C:16]([N:26]2[CH2:30][CH2:29][CH2:28][C:27]2=[O:31])[CH:15]=1)[C@H:3]([OH:33])[CH2:2][NH:1][CH:51]([CH2:52][CH2:53][CH3:54])[CH2:50][CH2:49][CH3:48])[C:6]1[CH:11]=[CH:10][CH:9]=[CH:8][CH:7]=1 |f:1.2|. Procedure details: To a solution of N-((1S,2R)-3-amino-1-benzyl-2-hydroxy-propyl)-3-(2-oxo-pyrrolidin-1-yl)-5-pentyloxy-benzamide (E182) (30 mg, 0.066 mmol, 1 equiv) in (CH2Cl)2 (5 ml) were added sodium triacetoxyborohydride (20 mg, 0.094 mmol, 1.4 equiv), 4-heptanone (10 μl, 0.070 mmol, 1.1 equiv) and CH3COOH (4 μl, 0.070 mmol, 1,1 equiv). The resulting mixture was stirred at room temperature for 92 hours, diluted with CH2Cl2, washed with saturated aqueous NaHCO3 solution, dried over MgSO4 and concentrated in vac... Starting materials: C(C)(C)(C)OC(=O)C(C)(C)O\N=C(/C(=O)NC1[C@@H]2N(C(=C(CS2)CI)C(=O)OC(C2=CC=CC=C2)C2=CC=CC=C2)C1=O)\C=1N=C(SC1)NC(C1=CC=CC=C1)(C1=CC=CC=C1)C1=CC=CC=C1 (diphenylmethyl 7-[(Z)-2-(2-t-butoxycarbonylprop-2-oxyimino)-2-(2-tritylaminothiazol-4-yl)acetamido]-3-iodomethyl-3-cephem-4-carboxylate), COC1=C(N=CS1)C (5-methoxy-4-methylthiazole). Reagents/catalysts: F[B-](F)(F)F.[Ag+] (Silver tetrafluoroborate). Run in C(Cl)Cl (methylene chloride). Run at time 20 minute. The product is NC=1SC=C(N1)/C(/C(=O)NC1[C@@H]2N(C(=C(CS2)CC=2SC(=C([NH+]2)C)OC)C(=O)[O-])C1=O)=N/OC(C)(C)C(=O)O (7-[(Z)-2-(2-Aminothiazol-4-yl)-2-(2-carboxyprop-2-oxyimino)acetamido]-3-(5-methoxy-4-methylthiazolio)methyl-3-cephem-4-carboxylate). Reaction SMILES: C([O:5][C:6]([C:8]([O:11]/[N:12]=[C:13](/[C:44]1[N:45]=[C:46]([NH:49]C(C2C=CC=CC=2)(C2C=CC=CC=2)C2C=CC=CC=2)[S:47][CH:48]=1)\[C:14]([NH:16][CH:17]1[C:42](=[O:43])[N:19]2[C:20]([C:26]([O:28]C(C3C=CC=CC=3)C3C=CC=CC=3)=[O:27])=[C:21]([CH2:24]I)[CH2:22][S:23][C@H:18]12)=[O:15])([CH3:10])[CH3:9])=[O:7])(C)(C)C.[CH3:69][O:70][C:71]1[S:75][CH:74]=[N:73][C:72]=1[CH3:76]>C(Cl)Cl.F[B-](F)(F)F.[Ag+]>[NH2:49][C:46]1[S:47][CH:48]=[C:44](/[C:13](=[N:12]/[O:11][C:8]([C:6]([OH:7])=[O:5])([CH3:9])[CH3:10])/[C:14]([NH:16][CH:17]2[C:42](=[O:43])[N:19]3[C:20]([C:26]([O-:28])=[O:27])=[C:21]([CH2:24][C:74]4[S:75][C:71]([O:70][CH3:69])=[C:72]([CH3:76])[NH+:73]=4)[CH2:22][S:23][C@H:18]23)=[O:15])[N:45]=1 |f:3.4|. Procedure: Silver tetrafluoroborate (100 mg, 0.5 mmole) was added to a mixture of diphenylmethyl 7-[(Z)-2-(2-t-butoxycarbonylprop-2-oxyimino)-2-(2-tritylaminothiazol-4-yl)acetamido]-3-iodomethyl-3-cephem-4-carboxylate (VII-4') (577 mg, 0.5 mmole) and 5-methoxy-4-methylthiazole (146 mg, 1 mmole) [prepared according to the procedure described by D. S. Tarbell et al., J. Am. Chem. Soc., 72, 3138 (1950)] in methylene chloride (50 ml). The mixture was stirred for 20 minutes at room temperature and filtered. The...